The task is: describe an organic reaction: reactants, conditions, products, and yield. This data is from the Open Reaction Database (ORD), a public repository of structured organic reaction records. The reactants are solution, O.O.O.[F-].C(CCC)[N+](CCCC)(CCCC)CCCC (tetrabutyl ammonium fluoride trihydrate), product. Run in O1CCCC1 (tetrahydrofuran), O1CCCC1 (tetrahydrofuran). Run at temperature 20 celsius, time 3 hour. Product: OCC1=C(C=CC=C1)NCC1C(NC(CC1)=O)=O (3-[(2-hydroxymethyl phenylamino)methyl]piperidine-2,6-dione). Reaction SMILES: [OH2:1].[OH2:2].[OH2:3].[F-].C([N+:9]([CH2:18][CH2:19][CH2:20][CH3:21])([CH2:14][CH2:15][CH2:16][CH3:17])CCCC)CCC>O1CCCC1>[OH:1][CH2:17][C:16]1[CH:15]=[CH:21][CH:20]=[CH:19][C:18]=1[NH:9][CH2:14][CH:15]1[CH2:16][CH2:17][C:18](=[O:2])[NH:9][C:14]1=[O:3] |f:0.1.2.3.4|. Procedure details: 5 ml of a 1 M solution of tetrabutyl ammonium fluoride trihydrate in tetrahydrofuran were added to a solution of 0.20 g of the product from step 1 in 5 ml tetrahydrofuran. It was stirred for 3 h at 20° C., evaporated in vacuo and the residue was purified by flash chromatography on silica gel with ethyl acetate as eluent. 0.12 g (85% of theoretical) of the title compound were obtained in the form of a yellowish oil. Reactants: CN1CCOCC1 (N-methylmorpholine), Cl.CC1=C(C=CC(=C1)C)N1C(CNCC1)=O (1-(2,4-dimethylphenyl)piperazin-2-one hydrochloride), BrC1=CC(=C(C(=O)O)C=C1)S(=O)(=O)C (4-bromo-2-methanesulfonylbenzoic acid), O.[Cl-].COC1=NC(=NC(=N1)OC)[N+]1(CCOCC1)C (4-(4,6-dimethoxy[1.3.5]triazin-2-yl)-4-methylmorpholinium chloride hydrate). RXN SMILES: Cl.[CH3:2][C:3]1[CH:8]=[C:7]([CH3:9])[CH:6]=[CH:5][C:4]=1[N:10]1[CH2:15][CH2:14][NH:13][CH2:12][C:11]1=[O:16].[Br:17][C:18]1[CH:26]=[CH:25][C:21]([C:22](O)=[O:23])=[C:20]([S:27]([CH3:30])(=[O:29])=[O:28])[CH:19]=1.O.[Cl-].COC1N=C(OC)N=C([N+]2(C)CCOCC2)N=1.CN1CCOCC1>CO.C(Cl)(Cl)Cl>[Br:17][C:18]1[CH:26]=[CH:25][C:21]([C:22]([N:13]2[CH2:14][CH2:15][N:10]([C:4]3[CH:5]=[CH:6][C:7]([CH3:9])=[CH:8][C:3]=3[CH3:2])[C:11](=[O:16])[CH2:12]2)=[O:23])=[C:20]([S:27]([CH3:30])(=[O:29])=[O:28])[CH:19]=1 |f:0.1,3.4.5|. Isolated yield 96.6%. Procedure details: To a mixture of 1-(2,4-dimethylphenyl)piperazin-2-one hydrochloride (1.2 g), 4-bromo-2-methanesulfonylbenzoic acid (1.4 g) and 4-(4,6-dimethoxy[1.3.5]triazin-2-yl)-4-methylmorpholinium chloride hydrate (DMT-MM) (2.1 g) were added chloroform (7.5 mL), methanol (7.5 mL) and N-methylmorpholine (550 μL), and the mixture was stirred at room temperature overnight. After evaporation of the solvent, the residue was purified by column chromatography (chloroform) to give 4-(4-bromo-2-methanesulfonylbenzoy... The solvent is CO (methanol), C(Cl)(Cl)Cl (chloroform). Reaction conditions: time 8 hour. Product: BrC1=CC(=C(C(=O)N2CC(N(CC2)C2=C(C=C(C=C2)C)C)=O)C=C1)S(=O)(=O)C (4-(4-bromo-2-methanesulfonylbenzoyl)-1-(2,4-dimethylphenyl)piperazin-2-one). The reactants are C(C1=CC=CC=C1)N1CCC(CC1)N1C(=NC2=C1C=CC(=C2)F)CC(F)(F)F (1-(1-Benzyl-piperidin-4-yl)-5-fluoro-2-(2,2,2-trifluoroethyl)-1H-benzoimidazole), Cl (HCl). The reagents and catalysts are [Pd] (Pd/C). Run in CO (methanol). Reaction conditions: time 2.5 hour. The product is N1CCC(CC1)N1C(=NC2=C1C=CC(=C2)F)CC(F)(F)F (1-(Piperidin-4-yl)-5-fluoro-2-(2,2,2-trifluoroethyl)-1H-benzoimidazole). Yield: 66.6%. As a reaction SMILES: C([N:8]1[CH2:13][CH2:12][CH:11]([N:14]2[C:18]3[CH:19]=[CH:20][C:21]([F:23])=[CH:22][C:17]=3[N:16]=[C:15]2[CH2:24][C:25]([F:28])([F:27])[F:26])[CH2:10][CH2:9]1)C1C=CC=CC=1.Cl>CO.[Pd]>[NH:8]1[CH2:13][CH2:12][CH:11]([N:14]2[C:18]3[CH:19]=[CH:20][C:21]([F:23])=[CH:22][C:17]=3[N:16]=[C:15]2[CH2:24][C:25]([F:28])([F:26])[F:27])[CH2:10][CH2:9]1. Procedure details: 11.9 g 1-(1-Benzyl-piperidin-4-yl)-5-fluoro-2-(2,2,2-trifluoroethyl)-1H-benzoimidazole×HCl in 200 ml methanol was hydrogenated with 2.5 g Pd/C (10%) as catalyst at 40° C. and 4 bar for 2.5 h. After the reaction the catalyst was removed and the solvent was evaporated. The residue was dissolved in 200 ml water, treated with 4 N NaOH, extracted 2× with ethyl acetate, and the organic layers were extracted 2× with water and dried with MgSO4. Evaporation of the solvent yielded 6.1 g beige crystals (mp...